This data is from the Open Reaction Database (ORD), a public repository of structured organic reaction records. The task is: describe an organic reaction: reactants, conditions, products, and yield Reactants: ClC1=CC=C(C=C1)C(OC1CCN(CC1)CCCC(=O)OCC)C1=NC=CC=C1 (ethyl 4-[4-[(4-chlorophenyl)-2-pyridylmethoxy]-1-piperidyl]-butanoate), C1(=CC=C(C=C1)S(=O)(=O)O)C (p-toluenesulfonic acid). Product: C1(=CC=C(C=C1)S(=O)(=O)O)C.ClC1=CC=C(C=C1)C(OC1CCN(CC1)CCCC(=O)OCC)C1=NC=CC=C1 (ethyl 4-[4-[(4-chlorophenyl)-2-pyridylmethoxy]-1-piperidyl]butanoate p-toluenesulfonate). Yield: 91.4%. As a reaction SMILES: [Cl:1][C:2]1[CH:7]=[CH:6][C:5]([CH:8]([C:24]2[CH:29]=[CH:28][CH:27]=[CH:26][N:25]=2)[O:9][CH:10]2[CH2:15][CH2:14][N:13]([CH2:16][CH2:17][CH2:18][C:19]([O:21][CH2:22][CH3:23])=[O:20])[CH2:12][CH2:11]2)=[CH:4][CH:3]=1.[C:30]1([CH3:40])[CH:35]=[CH:34][C:33]([S:36]([OH:39])(=[O:38])=[O:37])=[CH:32][CH:31]=1>>[C:30]1([CH3:40])[CH:31]=[CH:32][C:33]([S:36]([OH:39])(=[O:37])=[O:38])=[CH:34][CH:35]=1.[Cl:1][C:2]1[CH:3]=[CH:4][C:5]([CH:8]([C:24]2[CH:29]=[CH:28][CH:27]=[CH:26][N:25]=2)[O:9][CH:10]2[CH2:15][CH2:14][N:13]([CH2:16][CH2:17][CH2:18][C:19]([O:21][CH2:22][CH3:23])=[O:20])[CH2:12][CH2:11]2)=[CH:6][CH:7]=1 |f:2.3|. Procedure: 5.33 g (12.78 mmol) of the ethyl ester obtained in Example 26 and 2.43 g (12.78 mmol) of p-toluenesulfonic acid were treated in the same procedure as described in Example 2 to give 6.88 g (91%) of ethyl 4-[4-[(4-chlorophenyl)-2-pyridylmethoxy]-1-piperidyl]butanoate p-toluenesulfonate. Starting materials: CC(Cl)c1cccnc1, O=C(O)c1nc(-c2ccccc2)n2c1CCCCC2. Reagents/catalysts: O=C([O-])[O-].[Cs+].[Cs+] (cesium carbonate), [I-].[K+] (potassium iodide). Solvent: CN(C)C=O (DMF), CN(C)C=O (dmf), CN(C)C=O (DMF). Run at temperature 70 celsius, time 16 hour. Product: CC(OC(=O)c1nc(-c2ccccc2)n2c1CCCCC2)c1cccnc1. The reactants are CCCCCC (hexane), C(=O)([O-])[O-].[K+].[K+] (K2CO3), CC=1N=COC1C(=O)C1=C(C=CC=C1)C(C#C[Si](C)(C)C)C ((4-Methyl-oxazol-5-yl)-[2-(1-methyl-3-trimethylsilanyl-prop-2-ynyl)-phenyl]-methanone). Solvent: CCOC(=O)C (EtOAc), CO (MeOH), CCOC(=O)C (EtOAc). Product: CC=1N=COC1C(=O)C1=C(C=CC=C1)C(C#C)C ((4-Methyl-oxazol-5-yl)-[2-(1-methyl-prop-2-ynyl)-phenyl]-methanone). Yield: 96.6%. RXN SMILES: [CH3:1][C:2]1[N:3]=[CH:4][O:5][C:6]=1[C:7]([C:9]1[CH:14]=[CH:13][CH:12]=[CH:11][C:10]=1[CH:15]([CH3:22])[C:16]#[C:17][Si](C)(C)C)=[O:8].C([O-])([O-])=O.[K+].[K+].CCCCCC>CO.CCOC(C)=O>[CH3:1][C:2]1[N:3]=[CH:4][O:5][C:6]=1[C:7]([C:9]1[CH:14]=[CH:13][CH:12]=[CH:11][C:10]=1[CH:15]([CH3:22])[C:16]#[CH:17])=[O:8] |f:1.2.3|. Procedure details: A solution of 1.16 grams (3.72 mmol, 1.0 eq) of oxazole 11a in 19 mL of MeOH was stirred in a 50 mL round bottom flask at room temperature under argon. To this solution was added 1.54 grams (11.16 mmol, 3.0 eq) of K2CO3 forming a heterogenous mixture. This suspension was vigorously stirred at room temperature until the reaction was complete by TLC (1:1 hexane:EtOAc, Rf=0.50). Upon completion (˜1 hour), the mixture was diluted with EtOAc and washed with 1.0 M HCl. The aqueous layer was then extra... The reactants are NC=1C=C(C=CC1)C1N=C2SCCN2C1 (6-(m-aminophenyl)-2,3,5,6-tetrahydroimidazo[2,1-b]thiazole), C[Al](C)C (trimethylaluminium), C(C)OC(=O)C1=NN(C(=C1)C)C1=CC=CC=C1 (5-methyl-1-phenylpyrazole 3-carboxylic acid ethyl ester). The solvent is ClCCl (dichloromethane), ClCCl (dichloromethane). Product: CC1=CC(=NN1C1=CC=CC=C1)C(=O)NC=1C=C(C=CC1)C1N=C2SCCN2C1 (6-[m-(5-Methyl-1-phenylpyrazole-3-carboxamido)phenyl]-2,3,5,6-tetrahydroimidazo[2,1-b]thiazole). The yield is 68.7%. RXN SMILES: [NH2:1][C:2]1[CH:3]=[C:4]([CH:8]2[CH2:15][N:14]3[C:10]([S:11][CH2:12][CH2:13]3)=[N:9]2)[CH:5]=[CH:6][CH:7]=1.C[Al](C)C.C([O:22][C:23]([C:25]1[CH:29]=[C:28]([CH3:30])[N:27]([C:31]2[CH:36]=[CH:35][CH:34]=[CH:33][CH:32]=2)[N:26]=1)=O)C>ClCCl>[CH3:30][C:28]1[N:27]([C:31]2[CH:36]=[CH:35][CH:34]=[CH:33][CH:32]=2)[N:26]=[C:25]([C:23]([NH:1][C:2]2[CH:3]=[C:4]([CH:8]3[CH2:15][N:14]4[C:10]([S:11][CH2:12][CH2:13]4)=[N:9]3)[CH:5]=[CH:6][CH:7]=2)=[O:22])[CH:29]=1. Reported procedure: To 6-(m-aminophenyl)-2,3,5,6-tetrahydroimidazo[2,1-b]thiazole (1.9 g, 8.7 mmol) in dry dichloromethane (40 ml) under nitrogen at room temperature was added trimethylaluminium (6 ml: 25% in hexane). After 20 min 5-methyl-1-phenylpyrazole 3-carboxylic acid ethyl ester (2 g, 8.7 mmol) in dry dichloromethane (5 ml) was added and the mixture heated under reflux for 3 days. The reaction was quenched by the slow addition of hydrochloric acid (20 ml, 2 N aqueous), basified with aqueous ammonia solution ... Reactants: C=O (formaldehyde), C(O)([O-])=O.[Na+] (sodium hydrogen carbonate), [Br-].C1(=CC=CC=C1)C(OC(=O)C1=C(CS[C@H]2N1C([C@H]2NC=O)=O)C[P+](C2=CC=CC=C2)(C2=CC=CC=C2)C2=CC=CC=C2)C2=CC=CC=C2 ([4-diphenylmethoxycarbonyl-7β-formamidoceph-3-em-3-ylmethyl]-triphenylphosphonium bromide). The solvent is C(Cl)Cl (methylene chloride). Conditions: time 25 minute. Product: C(=O)N[C@H]1[C@@H]2N(C(=C(CS2)C=C)C(=O)OC(C2=CC=CC=C2)C2=CC=CC=C2)C1=O (Diphenylmethyl 7β-Formamido-3-vinylceph-3-em-4-carboxylate). As a reaction SMILES: [CH2:1]=[O:2].[C:3](=O)([O-])O.[Na+].[Br-].[C:9]1([CH:15]([C:51]2[CH:56]=[CH:55][CH:54]=[CH:53][CH:52]=2)[O:16][C:17]([C:19]2[N:24]3[C:25](=[O:30])[C@@H:26]([NH:27]C=O)[C@H:23]3[S:22][CH2:21][C:20]=2[CH2:31][P+](C2C=CC=CC=2)(C2C=CC=CC=2)C2C=CC=CC=2)=[O:18])[CH:14]=[CH:13][CH:12]=[CH:11][CH:10]=1>C(Cl)Cl>[CH:1]([NH:27][C@@H:26]1[C:25](=[O:30])[N:24]2[C:19]([C:17]([O:16][CH:15]([C:51]3[CH:56]=[CH:55][CH:54]=[CH:53][CH:52]=3)[C:9]3[CH:14]=[CH:13][CH:12]=[CH:11][CH:10]=3)=[O:18])=[C:20]([CH:31]=[CH2:3])[CH2:21][S:22][C@H:23]12)=[O:2] |f:1.2,3.4|. Reported procedure: 40%-Aqueous formaldehyde solution (10ml.) and 3%-sodium hydrogen carbonate solution (30 ml.) were added to a vigorously stirred solution of [4-diphenylmethoxycarbonyl-7β-formamidoceph-3-em-3-ylmethyl]-triphenylphosphonium bromide (1.875 g., 2.5 mmole) in methylene chloride (20 ml.). The two-phase mixture was stirred for 25 minutes and the organic phase was washed with 2N-hydrochloric acid and water (20 ml of each), dried (MgSO4), and evaporated to an orange foam (1.68 g.). This foam was chromato... Starting materials: CCO, Cl, CC1(C)Oc2cc([N+](=O)[O-])ccc2C2OC21, CCOC(=O)CCCN, [Na+], [OH-]. Yields the product CCOC(=O)CCCNC1c2ccc([N+](=O)[O-])cc2OC(C)(C)C1O. RXN SMILES: [CH3:29][CH2:30][OH:31].[ClH:17].[N+:1](=[O:2])([O-:3])[c:4]1[cH:5][cH:6][c:7]2[c:8]([cH:16]1)[O:9][C:10]([CH3:14])([CH3:15])[CH:11]1[CH:12]2[O:13]1.[NH2:18][CH2:19][CH2:20][CH2:21][C:22](=[O:23])[O:24][CH2:25][CH3:26].[Na+:28].[OH-:27]>>[N+:1](=[O:2])([O-:3])[c:4]1[cH:5][cH:6][c:7]2[c:8]([cH:16]1)[O:9][C:10]([CH3:14])([CH3:15])[CH:11]([OH:13])[CH:12]2[NH:18][CH2:19][CH2:20][CH2:21][C:22](=[O:23])[O:24][CH2:25][CH3:26]. Reactants: products, C([O-])([O-])=O.[Na+].[Na+] (sodium carbonate), C(C=C)(=O)Cl (acryloyl chloride), NC([C@H]([C@H](CC1=CC=CC=C1)N(CC1=CC=CC=C1)CC1=CC=CC=C1)O)CCC=C ((2S,3R)-4-Amino-2-dibenzylamino-1-phenyloct-7-en-3-ol). Solvent: ClCCl (dichloromethane). The product is C(C1=CC=CC=C1)N([C@H]([C@H](O)C(CCC=C)NC(C=C)=O)CC1=CC=CC=C1)CC1=CC=CC=C1 (N-[1-((1R,2S)-2-Dibenzylamino-1-hydroxy-3-phenyl-propyl)-pent-4-enyl]-acrylamide). Reaction SMILES: C(=O)([O-])[O-].[Na+].[Na+].[C:7](Cl)(=[O:10])[CH:8]=[CH2:9].[NH2:12][CH:13]([CH2:39][CH2:40][CH:41]=[CH2:42])[C@@H:14]([OH:38])[C@@H:15]([N:23]([CH2:31][C:32]1[CH:37]=[CH:36][CH:35]=[CH:34][CH:33]=1)[CH2:24][C:25]1[CH:30]=[CH:29][CH:28]=[CH:27][CH:26]=1)[CH2:16][C:17]1[CH:22]=[CH:21][CH:20]=[CH:19][CH:18]=1>ClCCl>[CH2:24]([N:23]([CH2:31][C:32]1[CH:33]=[CH:34][CH:35]=[CH:36][CH:37]=1)[C@@H:15]([CH2:16][C:17]1[CH:22]=[CH:21][CH:20]=[CH:19][CH:18]=1)[C@@H:14]([CH:13]([NH:12][C:7](=[O:10])[CH:8]=[CH2:9])[CH2:39][CH2:40][CH:41]=[CH2:42])[OH:38])[C:25]1[CH:26]=[CH:27][CH:28]=[CH:29][CH:30]=1 |f:0.1.2|. Reported procedure: Add sodium carbonate (0.324 g, 3.96 mmol) and acryloyl chloride (356 mg, 3.96 mmol) to a solution of (2S,3R)-4-Amino-2-dibenzylamino-1-phenyloct-7-en-3-ol (1.5 g, 3.6 mmol) in dichloromethane. Stir the reaction overnight. Concentrate under reduced pressure. Purify on silica gel with hexane/ethyl acetate mixtures to give a mixture of two products (0.8 g, 48%). Starting materials: COC=1C(=C(C=CC1OC)C=1OCC(N1)(C)C)CCC1=CC=CC=C1 (2-[3,4-Dimethoxy-2-(2-phenylethyl)phenyl]-4,5-dihydro-4,4-dimethyloxazole), COC=1C=C(C=C(C1OC)CCC)CC#N (3,4-Dimethoxy-5-propylbenzeneacetonitrile). The product is COC=1C(=C(C(=O)O)C=CC1OC)CCC1=CC=CC=C1 (3,4-Dimethoxy-2-[2-phenylethyl]benzoic acid). Reaction SMILES: [CH3:1][O:2][C:3]1[C:4]([CH2:18][CH2:19][C:20]2[CH:25]=[CH:24][CH:23]=[CH:22][CH:21]=2)=[C:5]([C:11]2[O:12]CC(C)(C)N=2)[CH:6]=[CH:7][C:8]=1[O:9][CH3:10].C[O:27]C1C=C(CC#N)C=C(CCC)C=1OC>>[CH3:1][O:2][C:3]1[C:4]([CH2:18][CH2:19][C:20]2[CH:25]=[CH:24][CH:23]=[CH:22][CH:21]=2)=[C:5]([CH:6]=[CH:7][C:8]=1[O:9][CH3:10])[C:11]([OH:12])=[O:27]. Procedure: Similarly prepared from the corresponding product of step (a) or (b) were: Starting materials: C(C)(C)(C)OC(=O)NC(CNS(=O)(=O)NC(OC(C)(C)C)=O)C1=CC(=CC=C1)C(F)(F)F (tert-Butyl ({2-[(tert-butoxycarbonyl)amino]-2-[3-(trifluoromethyl)phenyl]ethyl}sulphamoyl)carbamate), C(O)([O-])=O.[Na+] (sodium hydrogen carbonate), solution, Cl (hydrogen chloride). Run in ClCCl (dichloromethane), C(C)(=O)OCC (ethyl acetate), O1CCOCC1 (dioxane). Reaction conditions: time 2 hour. Yields the product NC(CNS(N)(=O)=O)C1=CC(=CC=C1)C(F)(F)F (N-{2-Amino-2-[3-(trifluoromethyl)phenyl]ethyl}sulphuric diamide). RXN SMILES: C(OC([NH:8][CH:9]([C:23]1[CH:28]=[CH:27][CH:26]=[C:25]([C:29]([F:32])([F:31])[F:30])[CH:24]=1)[CH2:10][NH:11][S:12]([NH:15]C(=O)OC(C)(C)C)(=[O:14])=[O:13])=O)(C)(C)C.Cl.C(=O)([O-])O.[Na+]>ClCCl.O1CCOCC1.C(OCC)(=O)C>[NH2:8][CH:9]([C:23]1[CH:28]=[CH:27][CH:26]=[C:25]([C:29]([F:32])([F:30])[F:31])[CH:24]=1)[CH2:10][NH:11][S:12](=[O:13])(=[O:14])[NH2:15] |f:2.3|. Reported procedure: A solution of 100 mg (0.20 mmol) of the compound from Example 133A in 2 ml of dichloromethane was admixed with 2 ml of a 4M solution of hydrogen chloride in dioxane, and the mixture was stirred at RT for 2 h. It was diluted with ethyl acetate and admixed with 10% strength aqueous sodium hydrogen carbonate solution. The alkaline aqueous phase was extracted twice with ethyl acetate. The combined organic phases were dried over sodium sulphate and freed from the solvents on a rotary evaporator. The ... Reactants: ice, N1C(=NC2=C1C=CC=C2)SC2=C(C=CC=C2)N (2-(1H-benzimidazol-2-yl thio)benzenamine), N(=O)[O-].[Na+] (sodium nitrite), COC1=CC=NC=C1 (4-methoxypyridine), N1=CC=CC=C1 (pyridine). Run in Cl (hydrochloric acid), O (water). Reaction conditions: time 0.5 hour. The product is COC1=CC(=NC=C1)C1=C(C=CC=C1)SC1=NC2=C(N1)C=CC=C2 (2-[2-(4-Methoxy-2-pyridyl)-phenyl thio]-1H-benzimidazole). RXN SMILES: [NH:1]1[C:5]2[CH:6]=[CH:7][CH:8]=[CH:9][C:4]=2[N:3]=[C:2]1[S:10][C:11]1[CH:16]=[CH:15][CH:14]=[CH:13][C:12]=1N.N([O-])=O.[Na+].[CH3:22][O:23][C:24]1[CH:29]=[CH:28][N:27]=[CH:26][CH:25]=1.N1C=CC=CC=1>Cl.O>[CH3:22][O:23][C:24]1[CH:29]=[CH:28][N:27]=[C:26]([C:12]2[CH:13]=[CH:14][CH:15]=[CH:16][C:11]=2[S:10][C:2]2[NH:3][C:4]3[CH:9]=[CH:8][CH:7]=[CH:6][C:5]=3[N:1]=2)[CH:25]=1 |f:1.2|. Reported procedure: To an ice cold solution of 2-(1H-benzimidazol-2-yl thio)benzenamine (1.70 g) in dilute hydrochloric acid (11 ml) was added dropwise a solution of sodium nitrite (0.53 g) in water (5 ml), keeping the temperature below 0°. The reaction mixture was stirred at this temperature for 0.5 hours then added portionwise to a mixture of 4-methoxypyridine (42.40 g) and pyridine (0.57 g) stirring at 80° for 1 hour. The pyridines were distilled off, replaced with 880 ammonia which was in turn distilled off. Th...